This data is from the Open Reaction Database (ORD), a public repository of structured organic reaction records. The task is: describe an organic reaction: reactants, conditions, products, and yield The reactants are COC(=O)C1=CC2=C(N(C(=N2)NC2=C(C=NC=C2Cl)Cl)C)C=C1 (2-(3,5-Dichloro-pyridin-4-yl-amino)-1-methyl-1H-benzimidazole-5-carboxylic acid methyl ester), Cl (HCl). The solvent is [OH-].[Na+] (NaOH), CO (methanol), [OH-].[Na+] (NaOH). Reaction conditions: time 2 hour. The product is ClC=1C=NC=C(C1NC1=NC2=C(N1C)C=CC(=C2)C(=O)O)Cl (2-(3,5-Dichloro-pyridin-4-yl-amino)-1-methyl-1H-benzimidazole-5-carboxylic acid). As a reaction SMILES: C[O:2][C:3]([C:5]1[CH:23]=[CH:22][C:8]2[N:9]([CH3:21])[C:10]([NH:12][C:13]3[C:18]([Cl:19])=[CH:17][N:16]=[CH:15][C:14]=3[Cl:20])=[N:11][C:7]=2[CH:6]=1)=[O:4].Cl>CO.[OH-].[Na+]>[Cl:19][C:18]1[CH:17]=[N:16][CH:15]=[C:14]([Cl:20])[C:13]=1[NH:12][C:10]1[N:9]([CH3:21])[C:8]2[CH:22]=[CH:23][C:5]([C:3]([OH:4])=[O:2])=[CH:6][C:7]=2[N:11]=1 |f:3.4|. Procedure details: A mixture of the product obtained at (547a) (240 mg, 0.68 mmol) in 10 mL methanol and 5 mL 4M NaOH (aq) was stirred at ambient temperature for 2 h, the another 5 mL 4M NaOH (aq) were added and the mixture stirred for 16 h at ambient temperature. The mixture was acidified by addition of 4M HCl (aq), the precipitate was filtered, washed with water and dried at 70° C. The reactants are CCCCOc1ccc(C(=O)N(C)c2ccc(N3CCC(NC)C3)cc2)cc1, CN(C)CC(=O)O. The product is CCCCOc1ccc(C(=O)N(C)c2ccc(N3CCC(NCC(=O)CN(C)C)C3)cc2)cc1. RXN SMILES: [CH2:1]([CH2:2][CH2:3][CH3:4])[O:5][c:6]1[cH:7][cH:8][c:9]([C:10](=[O:11])[N:12]([c:13]2[cH:14][cH:15][c:16]([N:19]3[CH2:20][CH:21]([NH:24][CH3:25])[CH2:22][CH2:23]3)[cH:17][cH:18]2)[CH3:26])[cH:27][cH:28]1.[CH3:29][N:30]([CH3:31])[CH2:32][C:33]([OH:34])=[O:35]>>[CH2:1]([CH2:2][CH2:3][CH3:4])[O:5][c:6]1[cH:7][cH:8][c:9]([C:10](=[O:11])[N:12]([c:13]2[cH:14][cH:15][c:16]([N:19]3[CH2:20][CH:21]([NH:24][CH2:25][C:33]([CH2:32][N:30]([CH3:29])[CH3:31])=[O:34])[CH2:22][CH2:23]3)[cH:17][cH:18]2)[CH3:26])[cH:27][cH:28]1. Reactants: BrCCC1=CC=C(C=C1)F (1-(2-bromoethyl)-4-fluorobenzene), N12C[C@@H](C(CC1)CC2)NC(OC(C2=CC(=CC=C2)F)C2=CC(=CC=C2)F)=O ((R)-bis(3-fluorophenyl)methyl quinuclidin-3-ylcarbamate), BrCCC1=CC=C(C=C1)F (1-(2-bromoethyl)-4-fluorobenzene). The solvent is C(C)(=O)OCC (ethyl acetate). Reaction conditions: time 24 hour. The product is [Br-].FC=1C=C(C=CC1)C(OC(=O)N[C@H]1C[N+]2(CCC1CC2)CCC2=CC=C(C=C2)F)C2=CC(=CC=C2)F ((R)-3-((bis(3-fluorophenyl)-methoxy)carbonylamino)-1-(4-fluorophenethyl)-1-azoniabicyclo[2.2.2]octane bromide). Yield: 55.9%. RXN SMILES: [N:1]12[CH2:8][CH2:7][CH:4]([CH2:5][CH2:6]1)[C@@H:3]([NH:9][C:10](=[O:27])[O:11][CH:12]([C:20]1[CH:25]=[CH:24][CH:23]=[C:22]([F:26])[CH:21]=1)[C:13]1[CH:18]=[CH:17][CH:16]=[C:15]([F:19])[CH:14]=1)[CH2:2]2.[Br:28][CH2:29][CH2:30][C:31]1[CH:36]=[CH:35][C:34]([F:37])=[CH:33][CH:32]=1>C(OCC)(=O)C>[Br-:28].[F:26][C:22]1[CH:21]=[C:20]([CH:12]([C:13]2[CH:18]=[CH:17][CH:16]=[C:15]([F:19])[CH:14]=2)[O:11][C:10]([NH:9][C@@H:3]2[CH:4]3[CH2:7][CH2:8][N+:1]([CH2:29][CH2:30][C:31]4[CH:36]=[CH:35][C:34]([F:37])=[CH:33][CH:32]=4)([CH2:6][CH2:5]3)[CH2:2]2)=[O:27])[CH:25]=[CH:24][CH:23]=1 |f:3.4|. Reported procedure: (R)-bis(3-Fluorophenyl)methyl quinuclidin-3-ylcarbamate (55 mg, 0.14 mmol, prepared as in example 1) was dissolved in ethyl acetate (2 ml), and 1-(2-bromoethyl)-4-fluorobenzene (21 μl, 0.15 mmol) was added. The reaction was stirred at room temperature for 24 hours, then 1-(2-bromoethyl)-4-fluorobenzene (6.21 μl, 0.04 mmol) was added again. After being stirred at room temperature for 2 days, the reaction was concentrated under vacuum, and the crude was first purified by flash chromatography (DCM/... Starting materials: [Li]CCCC, COC(=O)CC1CCN(C(=O)OC(C)(C)C)CC1, CC(C)(C)C(=O)Nc1ncccc1C=O, [H-], [Na+], C1CCOC1. Product: COC(=O)C(C1CCN(C(=O)OC(C)(C)C)CC1)C(O)c1cccnc1NC(=O)C(C)(C)C. As a reaction SMILES: [CH2:1]([Li:2])[CH2:3][CH2:4][CH3:5].[CH3:6][O:7][C:8]([CH2:9][CH:10]1[CH2:11][CH2:12][N:13]([C:16](=[O:17])[O:18][C:19]([CH3:20])([CH3:21])[CH3:22])[CH2:14][CH2:15]1)=[O:23].[CH:26](=[O:27])[c:28]1[c:29]([NH:34][C:35]([C:36]([CH3:37])([CH3:38])[CH3:39])=[O:40])[n:30][cH:31][cH:32][cH:33]1.[H-:24].[Na+:25].[O:41]1[CH2:42][CH2:43][CH2:44][CH2:45]1>>[CH3:6][O:7][C:8]([CH:9]([CH:10]1[CH2:11][CH2:12][N:13]([C:16](=[O:17])[O:18][C:19]([CH3:20])([CH3:21])[CH3:22])[CH2:14][CH2:15]1)[CH:26]([OH:27])[c:28]1[c:29]([NH:34][C:35]([C:36]([CH3:37])([CH3:38])[CH3:39])=[O:40])[n:30][cH:31][cH:32][cH:33]1)=[O:23].